This data is from the Open Reaction Database (ORD), a public repository of structured organic reaction records. The task is: describe an organic reaction: reactants, conditions, products, and yield Reaction conditions: time 3 hour. Yields the product C1=CC=CC=2C3=CC=CC=C3C(C12)COC(=O)N[C@@H](C(C)C)C(=O)N([C@H]([C@@H](CC(=O)OC(C)(C)C)OC)[C@H](CC)C)C (tert-butyl (3R,4S,5S)-4-[{N-[(9H-fluoren-9-ylmethoxy)carbonyl]-L-valyl}(methyl)amino]-3-methoxy-5-methylheptanoate). Procedure: To a mixture of N-[(9H-fluoren-9-ylmethoxy)carbonyl]-L-valine (18.53 g, 54.60 mmol, 1.3 eq.) and 2-chloro-4,6-dimethoxy-1,3,5-triazine (CDMT) (9.58 g, 54.6 mmol, 1.3 eq.) in 2-methyltetrahydrofuran (118.00 mL, 0.34 M) was added N-methylmorpholine (6.52 mL, 59.1 mmol, 1.5 eq.) followed by #4 (11.80 g, 39.9 mmol, 1 eq.). After 3 hours, the reaction was quenched with water (50 mL) and stirred for 15 minutes. The aqueous layer was separated and back-extracted with 2-methyltetrahydrofuran (50 mL). Th... Yield: 113.1%. Solvent: CC1OCCC1 (2-methyltetrahydrofuran). RXN SMILES: [CH:1]1[C:13]2[CH:12]([CH2:14][O:15][C:16]([NH:18][C@H:19]([C:23](O)=[O:24])[CH:20]([CH3:22])[CH3:21])=[O:17])[C:11]3[C:6](=[CH:7][CH:8]=[CH:9][CH:10]=3)[C:5]=2[CH:4]=[CH:3][CH:2]=1.ClC1N=C(OC)N=C(OC)N=1.CN1CCOCC1.Cl.[CH3:45][O:46][C@@H:47]([C@@H:56]([NH:61][CH3:62])[C@@H:57]([CH3:60])[CH2:58][CH3:59])[CH2:48][C:49]([O:51][C:52]([CH3:55])([CH3:54])[CH3:53])=[O:50]>CC1CCCO1>[CH:10]1[C:11]2[CH:12]([CH2:14][O:15][C:16]([NH:18][C@H:19]([C:23]([N:61]([CH3:62])[C@@H:56]([C@@H:57]([CH3:60])[CH2:58][CH3:59])[C@H:47]([O:46][CH3:45])[CH2:48][C:49]([O:51][C:52]([CH3:55])([CH3:54])[CH3:53])=[O:50])=[O:24])[CH:20]([CH3:21])[CH3:22])=[O:17])[C:13]3[C:5](=[CH:4][CH:3]=[CH:2][CH:1]=3)[C:6]=2[CH:7]=[CH:8][CH:9]=1 |f:3.4|. The reactants are Cl.CO[C@H](CC(=O)OC(C)(C)C)[C@H]([C@H](CC)C)NC (tert-butyl (3R,4S,5S)-3-methoxy-5-methyl-4-(methylamino)heptanoate, hydrochloride salt), C1=CC=CC=2C3=CC=CC=C3C(C12)COC(=O)N[C@@H](C(C)C)C(=O)O (N-[(9H-fluoren-9-ylmethoxy)carbonyl]-L-valine), ClC1=NC(=NC(=N1)OC)OC (2-chloro-4,6-dimethoxy-1,3,5-triazine), CN1CCOCC1 (N-methylmorpholine). Reactants: C(C1=CC=CC=C1)N1C(C(=C(C=C1)Cl)[N+](=O)[O-])=O (1-benzyl-4-chloro-3-nitro-1H-pyridin-2-one), N (ammonia). Run in C1CCOC1 (THF). The product is NC1=C(C(N(C=C1)CC1=CC=CC=C1)=O)[N+](=O)[O-] (4-amino-1-benzyl-3-nitro-1H-pyridin-2-one). Yield: 91.4%. Reaction SMILES: [CH2:1]([N:8]1[CH:13]=[CH:12][C:11](Cl)=[C:10]([N+:15]([O-:17])=[O:16])[C:9]1=[O:18])[C:2]1[CH:7]=[CH:6][CH:5]=[CH:4][CH:3]=1.[NH3:19]>C1COCC1>[NH2:19][C:11]1[CH:12]=[CH:13][N:8]([CH2:1][C:2]2[CH:7]=[CH:6][CH:5]=[CH:4][CH:3]=2)[C:9](=[O:18])[C:10]=1[N+:15]([O-:17])=[O:16]. Reported procedure: A solution of 1-benzyl-4-chloro-3-nitro-1H-pyridin-2-one (1.30 g, 4.91 mmol) and 28% aqueous ammonia (4.92 g, 39.3 mmol) in THF (30 mL) was stirred at room temp for 17 h. The solvent was evaporated under reduced pressure and water was added to the residue. The resulting precipitate was collected by filtration, and washed with water to give 4-amino-1-benzyl-3-nitro-1H-pyridin-2-one (1.10 g, 91% yield). 1H-NMR (DMSO): δ 8.13 (m, 2H), 7.69 (d, 1H, J=8.0 Hz), 7.31 (m, 5H), 5.94 (d, 1H, J=8.0 Hz), 4....